Dataset: the Open Reaction Database (ORD), a public repository of structured organic reaction records. Task: describe an organic reaction: reactants, conditions, products, and yield Reactants: C(C)(C)(C)OC(NCCCCNCC=1N(C=CN1)C)=O ({4-[(1-methyl-1H-imidazol-2-ylmethyl)-amino]-butyl}-carbamic acid tert-butyl ester), CC=1C(=NC=CC1)C=O (3-methyl-pyridine-2-carbaldehyde). Solvent: C(Cl)Cl (CH2Cl2), [BH-](OC(=O)C)(OC(=O)C)OC(=O)C.[Na+] (NaBH(OAc)3). Product: C(C)(C)(C)OC(NCCCCN(CC1=NC=CC=C1C)CC=1N(C=CN1)C)=O ({4-[(1-methyl-1H-imidazol-2-ylmethyl)-(3-methyl-pyridin-2-ylmethyl)-amino]-butyl}-carbamic acid tert-butyl ester). As a reaction SMILES: [C:1]([O:5][C:6](=[O:20])[NH:7][CH2:8][CH2:9][CH2:10][CH2:11][NH:12][CH2:13][C:14]1[N:15]([CH3:19])[CH:16]=[CH:17][N:18]=1)([CH3:4])([CH3:3])[CH3:2].[CH3:21][C:22]1[C:23]([CH:28]=O)=[N:24][CH:25]=[CH:26][CH:27]=1>C(Cl)Cl.[BH-](OC(C)=O)(OC(C)=O)OC(C)=O.[Na+]>[C:1]([O:5][C:6](=[O:20])[NH:7][CH2:8][CH2:9][CH2:10][CH2:11][N:12]([CH2:13][C:14]1[N:15]([CH3:19])[CH:16]=[CH:17][N:18]=1)[CH2:28][C:23]1[C:22]([CH3:21])=[CH:27][CH:26]=[CH:25][N:24]=1)([CH3:4])([CH3:3])[CH3:2] |f:3.4|. Reported procedure: Using General Procedure B, reaction of {4-[(1-methyl-1H-imidazol-2-ylmethyl)-amino]-butyl}-carbamic acid tert-butyl ester in CH2C2, 3-methyl-pyridine-2-carbaldehyde in CH2Cl2 and NaBH(OAc)3 gave {4-[(1-methyl-1H-imidazol-2-ylmethyl)-(3-methyl-pyridin-2-ylmethyl)-amino]-butyl}-carbamic acid tert-butyl ester as a sticky white solid. 1H NMR (CDCl3) δ 1.43 (s, 9H), 2.01 (s, 3H), 2.05-2.08 (m, 4H), 2.30 (s, 3H), 2.64 (t, 1H, J=7.5 Hz), 2.94-3.04 (m, 2H), 3.56 (s, 2H), 3.82 (s, 2H), 4.20 (s, 2H), 6.81... The reactants are C1(CC1)C1=CC(=NN1)NC1=NC(=C(C#N)C=C1F)F (6-[(5-cyclopropyl-1H-pyrazol-3-yl)amino]-2,5-difluoronicotinonitrile), FC=1C(=NC=C(C1)F)[C@H](C)N ((S)-1-(3,5-difluoropyridin-2-yl)ethanamine). The product is C1(CC1)C1=CC(=NN1)NC1=NC(=C(C#N)C=C1F)N[C@@H](C)C1=NC=C(C=C1F)F (6-[(5-Cyclopropyl-1H-pyrazol-3-yl)amino]-2-{[(1S)-1-(3,5-difluoropyridin-2-yl)ethyl]amino}-5-fluoronicotinonitrile). Reaction SMILES: [CH:1]1([C:4]2[NH:8][N:7]=[C:6]([NH:9][C:10]3[C:17]([F:18])=[CH:16][C:13]([C:14]#[N:15])=[C:12](F)[N:11]=3)[CH:5]=2)[CH2:3][CH2:2]1.[F:20][C:21]1[C:22]([C@@H:28]([NH2:30])[CH3:29])=[N:23][CH:24]=[C:25]([F:27])[CH:26]=1>>[CH:1]1([C:4]2[NH:8][N:7]=[C:6]([NH:9][C:10]3[C:17]([F:18])=[CH:16][C:13]([C:14]#[N:15])=[C:12]([NH:30][C@H:28]([C:22]4[C:21]([F:20])=[CH:26][C:25]([F:27])=[CH:24][N:23]=4)[CH3:29])[N:11]=3)[CH:5]=2)[CH2:3][CH2:2]1. Procedure details: Following a similar procedure to the synthesis of Example 1, the title compound was synthesized from 6-[(5-cyclopropyl-1H-pyrazol-3-yl)amino]-2,5-difluoronicotinonitrile (Method 32) and (S)-1-(3,5-difluoropyridin-2-yl)ethanamine (Method 50). 1H NMR (400 MHz) δ 0.68 (m, 2H), 0.95 (m, 2H), 1.45 (d, J=6 Hz, 3H), 1.87 (m, 1H), 5.48 (m, 1H), 6.19 (s, 1H), 6.69 (m, 1H), 7.63 (d, 1H), 7.98 (m, 1H), 8.51 (s, 1H), 9.58 (s, 1H), 12.15 (s, 1H). MS: Calcd.: 399. Found: [M+H]+ 400. Reactants: [BH4-], CCOC(=O)CC(=O)Cc1cccc(OCOC)c1, CCO, [Cl-], [NH4+], [Na+]. Reaction SMILES: [BH4-:20].[CH3:1][O:2][CH2:3][O:4][c:5]1[cH:6][c:7]([CH2:11][C:12]([CH2:13][C:14](=[O:15])[O:16][CH2:17][CH3:18])=[O:19])[cH:8][cH:9][cH:10]1.[CH3:24][CH2:25][OH:26].[Cl-:22].[NH4+:23].[Na+:21]>>[CH3:1][O:2][CH2:3][O:4][c:5]1[cH:6][c:7]([CH2:11][CH:12]([CH2:13][C:14](=[O:15])[O:16][CH2:17][CH3:18])[OH:19])[cH:8][cH:9][cH:10]1. Yields the product CCOC(=O)CC(O)Cc1cccc(OCOC)c1. Starting materials: COC1=CC=C2C=C(NC2=C1)C=1C=NC=NC1 (6-methoxy-2-pyrimidin-5-yl-1H-indole), C(=O)C1=CC=CC(=N1)C(=O)OC (methyl 6-formylpyridine-2-carboxylate), C1CCC2=NCCCN2CC1 (1,8-diazabicyclo[5,4,0]-7-undecene). Solvent: ClCCl (dichloromethane). Run at temperature 30 celsius, time 76 hour. Yields the product OC(C1=CC=CC(=N1)C(=O)OC)C1=C(NC2=CC(=CC=C12)OC)C=1C=NC=NC1 (Methyl 6-[hydroxy(6-methoxy-2-pyrimidin-5-yl-1H-indol-3-yl)methyl]pyridine-2-carboxylate). Yield: 61.4%. Reaction SMILES: [CH3:1][O:2][C:3]1[CH:11]=[C:10]2[C:6]([CH:7]=[C:8]([C:12]3[CH:13]=[N:14][CH:15]=[N:16][CH:17]=3)[NH:9]2)=[CH:5][CH:4]=1.[CH:18]([C:20]1[N:25]=[C:24]([C:26]([O:28][CH3:29])=[O:27])[CH:23]=[CH:22][CH:21]=1)=[O:19].C1CCN2C(=NCCC2)CC1>ClCCl>[OH:19][CH:18]([C:7]1[C:6]2[C:10](=[CH:11][C:3]([O:2][CH3:1])=[CH:4][CH:5]=2)[NH:9][C:8]=1[C:12]1[CH:13]=[N:14][CH:15]=[N:16][CH:17]=1)[C:20]1[N:25]=[C:24]([C:26]([O:28][CH3:29])=[O:27])[CH:23]=[CH:22][CH:21]=1. Procedure: To a suspension of 6-methoxy-2-pyrimidin-5-yl-1H-indole (779 mg) and methyl 6-formylpyridine-2-carboxylate (628 mg) in dichloromethane (17.3 mL) was added 1,8-diazabicyclo[5,4,0]-7-undecene (0.052 mL), and the mixture was stirred at 30° C. for 76 hours. The reaction mixture was purified by aminopropylated silica gel column chromatography (eluting solvent: methanol-ethyl acetate) to obtain the title compound (829 mg). 1H-NMR (DMSO-d6) δ ppm: 3.75 (3H, s), 3.82 (3H, s), 5.99 (1H, d, J=3.5 Hz), 6.1... Reactants: CC(=O)Oc1ccc(-n2cncn2)nc1C, Cl, [Na+], [OH-]. Yields the product Cc1nc(-n2cncn2)ccc1O. As a reaction SMILES: [CH3:1][c:2]1[n:3][c:4](-[n:12]2[n:13][cH:14][n:15][cH:16]2)[cH:5][cH:6][c:7]1[O:8][C:9](=[O:10])[CH3:11].[ClH:19].[Na+:18].[OH-:17]>>[CH3:1][c:2]1[n:3][c:4](-[n:12]2[n:13][cH:14][n:15][cH:16]2)[cH:5][cH:6][c:7]1[OH:8].